This data is from the Open Reaction Database (ORD), a public repository of structured organic reaction records. The task is: describe an organic reaction: reactants, conditions, products, and yield Starting materials: C, CC(=O)O, O=C(O)CCC(=O)c1ccc(C2CCCCC2)cc1, [O-][Cl+3]([O-])([O-])O, [Pd]. The product is O=C(O)CCCc1ccc(C2CCCCC2)cc1. As a reaction SMILES: [C:25].[CH3:27][C:28](=[O:29])[OH:30].[CH:1]1([c:7]2[cH:8][cH:9][c:10]([C:11](=[O:12])[CH2:13][CH2:14][C:15](=[O:16])[OH:17])[cH:18][cH:19]2)[CH2:2][CH2:3][CH2:4][CH2:5][CH2:6]1.[Cl+3:20]([OH:21])([O-:22])([O-:23])[O-:24].[Pd:26]>>[CH:1]1([c:7]2[cH:8][cH:9][c:10]([CH2:11][CH2:13][CH2:14][C:15](=[O:16])[OH:17])[cH:18][cH:19]2)[CH2:2][CH2:3][CH2:4][CH2:5][CH2:6]1. The reactants are C(=C)C1=C2C=CC(=CC2=CC=C1OC)C(C(C)C)(O)C=1N=CN(C1)C(C1=CC=CC=C1)(C1=CC=CC=C1)C1=CC=CC=C1 (1-(5-Ethenyl-6-methoxynaphthalen-2-yl)-1-(1-trityl-1H-imidazol-4-yl)-2-methyl-1-propanol), Cl.N1=CC=CC=C1 (pyridine hydrochloride). Run in CO (methanol), C1CCOC1 (THF). Run at temperature 60 celsius, time 3 hour. The product is C(=C)C1=C2C=CC(=CC2=CC=C1OC)C(C(C)C)(O)C=1N=CNC1 (1-(5-Ethenyl-6-methoxynaphthalen-2-yl)-1-(1H-imidazol-4-yl)-2-methyl-1-propanol). Yield: 69.3%. RXN SMILES: [CH:1]([C:3]1[C:12]([O:13][CH3:14])=[CH:11][CH:10]=[C:9]2[C:4]=1[CH:5]=[CH:6][C:7]([C:15]([C:20]1[N:21]=[CH:22][N:23](C(C3C=CC=CC=3)(C3C=CC=CC=3)C3C=CC=CC=3)[CH:24]=1)([OH:19])[CH:16]([CH3:18])[CH3:17])=[CH:8]2)=[CH2:2].Cl.N1C=CC=CC=1>CO.C1COCC1>[CH:1]([C:3]1[C:12]([O:13][CH3:14])=[CH:11][CH:10]=[C:9]2[C:4]=1[CH:5]=[CH:6][C:7]([C:15]([C:20]1[N:21]=[CH:22][NH:23][CH:24]=1)([OH:19])[CH:16]([CH3:18])[CH3:17])=[CH:8]2)=[CH2:2] |f:1.2|. Reported procedure: 1-(5-Ethenyl-6-methoxynaphthalen-2-yl)-1-(1-trityl-1H-imidazol-4-yl)-2-methyl-1-propanol (230 mg) was dissolved in a mixed solution of methanol and THF (3:1, 20 ml). To the solution was added pyridine hydrochloride (0.12 g), and the mixture was stirred at 60° C. for 3 h. The reaction mixture was concentrated to dryness, and to the residue were added ethyl acetate and 1N-hydrochloric acid (10 ml). The organic layer was extracted four times with 1N-hydrochloric acid. The aqueous layer was neutrali... Starting materials: CC(C)(C)OC(=O)N1CCC(C)(C)c2ccc(NC(=O)c3c[nH]c4ccccc4c3=O)cc21, CC#N. The product is CC1(C)CCNc2cc(NC(=O)c3c[nH]c4ccccc4c3=O)ccc21. As a reaction SMILES: [C:1]([O:2][C:3](=[O:4])[N:8]1[CH2:9][CH2:10][C:11]([CH3:32])([CH3:33])[c:12]2[cH:13][cH:14][c:15]([NH:18][C:19](=[O:20])[c:21]3[cH:22][nH:23][c:24]4[cH:25][cH:26][cH:27][cH:28][c:29]4[c:30]3=[O:31])[cH:16][c:17]21)([CH3:5])([CH3:6])[CH3:7].[CH3:34][C:35]#[N:36]>>[NH:8]1[CH2:9][CH2:10][C:11]([CH3:32])([CH3:33])[c:12]2[cH:13][cH:14][c:15]([NH:18][C:19](=[O:20])[c:21]3[cH:22][nH:23][c:24]4[cH:25][cH:26][cH:27][cH:28][c:29]4[c:30]3=[O:31])[cH:16][c:17]21. Reactants: C(=O)O.NCCC1=CC=C(NC2CCN(CC2)C(=O)OCC2=CC=C(C=C2)F)C=C1 (4-Fluorobenzyl 4-[4-(2-aminoethyl)anilino]-1-piperidinecarboxylate formate), C(C)(C)(C)[Si](C1=CC=CC=C1)(C1=CC=CC=C1)OC1=CC=C(C=C1)OCC1OC1 (tert-butyl-(4-oxiranylmethoxy-phenoxy)-diphenyl-silane). The product is FC1=CC=C(COC(=O)N2CCC(CC2)NC2=CC=C(C=C2)CCNC[C@@H](COC2=CC=C(C=C2)O)O)C=C1 (4-(4-[2-[(2S)-2-Hydroxy-3-(4-hydroxy-phenoxy)-propylamino]-ethyl}-phenylamino)-piperidine-1-carboxylic acid 4-fluoro-benzyl ester). The yield is 29.3%. Reaction SMILES: C(O)=O.[NH2:4][CH2:5][CH2:6][C:7]1[CH:30]=[CH:29][C:10]([NH:11][CH:12]2[CH2:17][CH2:16][N:15]([C:18]([O:20][CH2:21][C:22]3[CH:27]=[CH:26][C:25]([F:28])=[CH:24][CH:23]=3)=[O:19])[CH2:14][CH2:13]2)=[CH:9][CH:8]=1.C([Si]([O:48][C:49]1[CH:54]=[CH:53][C:52]([O:55][CH2:56][CH:57]2[CH2:59][O:58]2)=[CH:51][CH:50]=1)(C1C=CC=CC=1)C1C=CC=CC=1)(C)(C)C>>[F:28][C:25]1[CH:24]=[CH:23][C:22]([CH2:21][O:20][C:18]([N:15]2[CH2:14][CH2:13][CH:12]([NH:11][C:10]3[CH:9]=[CH:8][C:7]([CH2:6][CH2:5][NH:4][CH2:59][C@H:57]([OH:58])[CH2:56][O:55][C:52]4[CH:53]=[CH:54][C:49]([OH:48])=[CH:50][CH:51]=4)=[CH:30][CH:29]=3)[CH2:17][CH2:16]2)=[O:19])=[CH:27][CH:26]=1 |f:0.1|. Reported procedure: 4-Fluorobenzyl 4-[4-(2-aminoethyl)anilino]-1-piperidinecarboxylate formate (0.33 g, 0.792) was reacted with tert-butyl-(4-oxiranylmethoxy-phenoxy)-diphenyl-silane (0.32 g, 0.792 mmol) according to the method described in Procedure G to give the title compound (0.18 g, 0.232 mmol).